This data is from the Open Reaction Database (ORD), a public repository of structured organic reaction records. The task is: describe an organic reaction: reactants, conditions, products, and yield Reactants: BrC1=C(C=CC=C1)CC(=O)O (2-bromophenylacetic acid), COC=1C(=CC=CC1)N (o-anisidine). Product: COC1=C(C=CC=C1)NC1=C(C=CC=C1)CC(=O)O (2-[(2-methoxyphenyl)amino]phenylacetic acid). Reaction SMILES: Br[C:2]1[CH:7]=[CH:6][CH:5]=[CH:4][C:3]=1[CH2:8][C:9]([OH:11])=[O:10].[CH3:12][O:13][C:14]1[C:15]([NH2:20])=[CH:16][CH:17]=[CH:18][CH:19]=1>>[CH3:12][O:13][C:14]1[CH:19]=[CH:18][CH:17]=[CH:16][C:15]=1[NH:20][C:2]1[CH:7]=[CH:6][CH:5]=[CH:4][C:3]=1[CH2:8][C:9]([OH:11])=[O:10]. Procedure details: In the manner described in example 3, 2-bromophenylacetic acid is condensed with o-anisidine to yield 2-[(2-methoxyphenyl)amino]phenylacetic acid.